From a dataset of the Open Reaction Database (ORD), a public repository of structured organic reaction records. describe an organic reaction: reactants, conditions, products, and yield Starting materials: Cl.Cl.NCC1(CCN(CC1)CCCCS(=O)(=O)C1=CC=CC=C1)OC (4-Aminomethyl-4-methoxy-1-(4-phenylsulfonylbutyl)piperidine dihydrochloride), C(C)N=C=NCCCN(C)C (1-ethyl-3-(3-dimethylaminopropyl)carbodiimide), NC1=CC(=C(C(=O)O)C=C1Cl)OC (4-amino-5-chloro-2-methoxybenzoic acid), ON1N=NC2=C1C=CC=C2 (1-hydroxybenzotriazole). Solvent: C(C)N(CC)CC (triethylamine). The product is NC1=CC(=C(C(=O)NCC2(CCN(CC2)CCCCS(=O)(=O)C2=CC=CC=C2)OC)C=C1Cl)OC (4-amino-5-chloro-2-methoxy-N-((4-methoxy-1-(4-phenylsulfonylbutyl)piperidin-4-yl)methyl)benzamide). The yield is 51.8%. As a reaction SMILES: Cl.Cl.[NH2:3][CH2:4][C:5]1([O:24][CH3:25])[CH2:10][CH2:9][N:8]([CH2:11][CH2:12][CH2:13][CH2:14][S:15]([C:18]2[CH:23]=[CH:22][CH:21]=[CH:20][CH:19]=2)(=[O:17])=[O:16])[CH2:7][CH2:6]1.[NH2:26][C:27]1[C:35]([Cl:36])=[CH:34][C:30]([C:31](O)=[O:32])=[C:29]([O:37][CH3:38])[CH:28]=1.ON1C2C=CC=CC=2N=N1.C(N=C=NCCCN(C)C)C>C(N(CC)CC)C>[NH2:26][C:27]1[C:35]([Cl:36])=[CH:34][C:30]([C:31]([NH:3][CH2:4][C:5]2([O:24][CH3:25])[CH2:10][CH2:9][N:8]([CH2:11][CH2:12][CH2:13][CH2:14][S:15]([C:18]3[CH:23]=[CH:22][CH:21]=[CH:20][CH:19]=3)(=[O:17])=[O:16])[CH2:7][CH2:6]2)=[O:32])=[C:29]([O:37][CH3:38])[CH:28]=1 |f:0.1.2|. Procedure: 4-Aminomethyl-4-methoxy-1-(4-phenylsulfonylbutyl)piperidine dihydrochloride (2.2 g) as starting compound, triethylamine (2.2 ml), 4-amino-5-chloro-2-methoxybenzoic acid (1.07 g), 1-hydroxybenzotriazole (0.75 g) and 1-ethyl-3-(3-dimethylaminopropyl)carbodiimide (1.07 g) were reacted and treated in the same manner as in Example 270 to give 1.44 g of 4-amino-5-chloro-2-methoxy-N-((4-methoxy-1-(4-phenylsulfonylbutyl)piperidin-4-yl)methyl)benzamide. The reactants are C(OC(C)Cl)(OC1=CC=CC=2CC(OC21)(C)C)=O (1-chloroethyl 2,3-dihydro-2,2-dimethyl-7-benzofuranyl carbonate), ( b ), CN(C1=CC=CC=C1)C (N,N-dimethylaniline). The solvent is N1=CC=CC=C1 (pyridine). Yields the product CNC(OC1=CC=CC=2CC(OC21)(C)C)=O (2,3-dihydro-2,2-dimethyl-7-benzofuranyl N-methylcarbamate). RXN SMILES: [C:1](=O)([O:6][C:7]1[C:15]2[O:14][C:13]([CH3:17])([CH3:16])[CH2:12][C:11]=2[CH:10]=[CH:9][CH:8]=1)[O:2]C(Cl)C.[CH3:19][N:20](C)C1C=CC=CC=1>N1C=CC=CC=1>[CH3:19][NH:20][C:1](=[O:2])[O:6][C:7]1[C:15]2[O:14][C:13]([CH3:17])([CH3:16])[CH2:12][C:11]=2[CH:10]=[CH:9][CH:8]=1. Reported procedure: The procedure is as in (a) followed by (b), but pyridine is replaced by N,N-dimethylaniline and the intermediate carbonate is not distilled. Starting with 16.4 g of 2,3-dihydro-2,2-dimethyl-7-benzofuranol, 16.8 g (76%) of CARBOFURAN are then obtained, M.p. 147° C. Starting materials: 8-90, FC(C=1C=C(C=CC1)C1=CN=C2N1N=C(C=C2)N[C@@H]2CC[C@H](CC2)N)(F)F (trans-N1-(3-(3-(trifluoromethyl)phenyl)imidazo[1,2-b]pyridazin-6-yl)cyclohexane-1,4-diamine), CCN(C(C)C)C(C)C (DIPEA), CS(=O)(=O)Cl (MeSO2Cl). Solvent: CS(=O)C (DMSO). Conditions: time 8 hour. The product is FC(C=1C=C(C=CC1)C1=CN=C2N1N=C(C=C2)N[C@@H]2CC[C@H](CC2)NS(=O)(=O)C)(F)F (N-(trans-4-((3-(3-(trifluoromethyl)phenyl)imidazo[1,2-b]pyridazin-6-yl)amino)cyclohexyl)methanesulfonamide). As a reaction SMILES: [F:1][C:2]([F:27])([F:26])[C:3]1[CH:4]=[C:5]([C:9]2[N:13]3[N:14]=[C:15]([NH:18][C@H:19]4[CH2:24][CH2:23][C@H:22]([NH2:25])[CH2:21][CH2:20]4)[CH:16]=[CH:17][C:12]3=[N:11][CH:10]=2)[CH:6]=[CH:7][CH:8]=1.CCN(C(C)C)C(C)C.[CH3:37][S:38](Cl)(=[O:40])=[O:39]>CS(C)=O>[F:27][C:2]([F:26])([F:1])[C:3]1[CH:4]=[C:5]([C:9]2[N:13]3[N:14]=[C:15]([NH:18][C@H:19]4[CH2:20][CH2:21][C@H:22]([NH:25][S:38]([CH3:37])(=[O:40])=[O:39])[CH2:23][CH2:24]4)[CH:16]=[CH:17][C:12]3=[N:11][CH:10]=2)[CH:6]=[CH:7][CH:8]=1. Reported procedure: To a 0° C. solution of trans-N1-(3-(3-(trifluoromethyl)phenyl)imidazo[1,2-b]pyridazin-6-yl)cyclohexane-1,4-diamine (130 mg, 0.35 mmol) and DIPEA (135.7 mg, 10.5 mmol) in DMSO (1.75 mL) was added dropwise MeSO2Cl (47.6 mg, 0.42 mmol). The resulting mixture was stirred at room temperature overnight. LCMS showed most of starting material was converted. The mixture was partitioned between brine (100 mL) and EtOAc (50 mL) and separated. The aqueous layer was extracted with EtOAc (50 mL*3). The combin... The reactants are [H-].[Na+] (sodium hydride), C(C)OC(=O)C1=C(NC2=CC=NC(=C2C1C1=C(C=CC=C1)C(F)(F)F)OC(C)C)C ((±)-1,4-dihydro-5-isopropoxy-2-methyl-4-(2-trifluoromethylphenyl)-1,6-naphthyridine-3-carboxylic acid ethyl ester), O (water), ClCCl (dichloromethane). The solvent is C(C1=CC=CC=C1)O (benzyl alcohol), C(C1=CC=CC=C1)O (benzyl alcohol). Reaction conditions: time 30 minute. The product is C(C1=CC=CC=C1)OC(=O)C1=C(NC2=CC=NC(=C2C1C1=C(C=CC=C1)C(F)(F)F)OC(C)C)C ((±)-1,4-Dihydro-5-isopropoxy-2-methyl-4-(2-trifluoromethylphenyl)-1,6-naphthyridine-3-carboxylic acid benzyl ester). As a reaction SMILES: [H-].[Na+].[CH2:3]([O:5][C:6]([C:8]1[CH:17]([C:18]2[CH:23]=[CH:22][CH:21]=[CH:20][C:19]=2[C:24]([F:27])([F:26])[F:25])[C:16]2[C:11](=[CH:12][CH:13]=[N:14][C:15]=2[O:28][CH:29]([CH3:31])[CH3:30])[NH:10][C:9]=1[CH3:32])=[O:7])[CH3:4].O.ClCCl>C(O)C1C=CC=CC=1>[CH2:3]([O:5][C:6]([C:8]1[CH:17]([C:18]2[CH:23]=[CH:22][CH:21]=[CH:20][C:19]=2[C:24]([F:27])([F:25])[F:26])[C:16]2[C:11](=[CH:12][CH:13]=[N:14][C:15]=2[O:28][CH:29]([CH3:31])[CH3:30])[NH:10][C:9]=1[CH3:32])=[O:7])[C:4]1[CH:16]=[CH:17][CH:8]=[CH:9][CH:32]=1 |f:0.1|. Procedure details: In a 500-mL four-necked round-bottom flask equipped with a stirrer, dropping funnel, reflux condenser with gas lead-off, a thermometer and a gas inlet are placed 100 mL benzyl alcohol and 0.937 g (0.0312 mole) sodium hydride (80% in oil) is introduced while flushing with a protective gas. The resulting suspension is then subsequently stirred for 30 minutes. Thereafter, a solution of 52.55 g (0.124 mole) (±)-1,4-dihydro-5-isopropoxy-2-methyl-4-(2-trifluoromethylphenyl)-1,6-naphthyridine-3-carboxy... Starting materials: [N+](=O)([O-])C1=C(C=C(C=C1)OC1=CC=CC=C1)C (2-nitro-5-phenoxytoluene), CN(C)C(N(C)C)N(C)C (tris(dimethylamino)methane), [H][H] (hydrogen). Reagents/catalysts: [Pd] (Pd/C). Solvent: C1(=CC=CC=C1)C (toluene), CCOC(=O)C (EtOAc). Reaction conditions: time 2 hour. Yields the product hexanes EtOAc, O(C1=CC=CC=C1)C=1C=C2C=CNC2=CC1 (5-Phenoxy-1H-indole). RXN SMILES: [N+:1]([C:4]1[CH:9]=[CH:8][C:7]([O:10][C:11]2[CH:16]=[CH:15][CH:14]=[CH:13][CH:12]=2)=[CH:6][C:5]=1[CH3:17])([O-])=O.[CH3:18]N(C(N(C)C)N(C)C)C.[H][H]>C1(C)C=CC=CC=1.CCOC(C)=O.[Pd]>[O:10]([C:7]1[CH:6]=[C:5]2[C:4](=[CH:9][CH:8]=1)[NH:1][CH:18]=[CH:17]2)[C:11]1[CH:16]=[CH:15][CH:14]=[CH:13][CH:12]=1. Reported procedure: Combine 2-nitro-5-phenoxytoluene (1.15 g, 5.0 mmol) and tris(dimethylamino)methane (0.87 g, 6.0 mmol) in 10 mL dry toluene and heat to reflux under nitrogen. After 2 hours, cool the reaction mixture to room temperature and evaporate the toluene under reduced pressure to form a residue. Dissolve the residue in 15 mL EtOAc, mix with Pd/C (10%, 100 mg), stir at room temperature under 1 atmosphere of hydrogen for 1.5 days. Filter off catalyst and concentrate the filtrate. Chromatograph on silica gel... The reactants are Cl (Hydrochloric acid), ( ii ), CN1C(N(CC1C(=O)OC)C=1C=NC=CC1)=O (methyl 3-methyl-2-oxo-1-(3-pyridinyl)-4-imidazolidinecarboxylate), [OH-].[Li+] (lithium hydroxide). Run in O1CCCC1 (tetrahydrofuran), O (water). Conditions: temperature 0 celsius, time 90 minute. Yields the product CN1C(N(CC1C(=O)O)C=1C=NC=CC1)=O (3-methyl-2-oxo-1-(3-pyridinyl)-4-imidazolidinecarboxylic acid). As a reaction SMILES: [CH3:1][N:2]1[CH:6]([C:7]([O:9]C)=[O:8])[CH2:5][N:4]([C:11]2[CH:12]=[N:13][CH:14]=[CH:15][CH:16]=2)[C:3]1=[O:17].[OH-].[Li+].Cl>O1CCCC1.O>[CH3:1][N:2]1[CH:6]([C:7]([OH:9])=[O:8])[CH2:5][N:4]([C:11]2[CH:12]=[N:13][CH:14]=[CH:15][CH:16]=2)[C:3]1=[O:17] |f:1.2|. Procedure details: A solution of 3-bromopyridine (316 mg, 2. mmol) and methyl 3-methyl-2-oxo-4-imidazolidinecarboxylate (316 mg, 2 mmol) (prepared as described in step (ii) of Example 8) in 1,4-dioxane (10 ml) was treated with cesium carbonate (977 mg, 3 mmol), Xantphos™ (87 mg, 0.15 mmol) (4,5-bis(diphenylphosphino)-9,9-dimethylxanthene, e.g. available from Aldrich, CAS no. 161265-03-8) and tris(dibenzylideneacetone)dipalladium(0) (45.8 mg, 0.05 mmol) and the mixture was heated under reflux under argon for 22 hou... Starting materials: ClCCO (2-chloroethanol), N1(N=CN=C1)C1=CC=C(C=C1)O (4(1H-1,2,4-triazol-1-yl)phenol), ClCCO (2-chloroethanol), C([O-])([O-])=O.[K+].[K+] (potassium carbonate). Solvent: C(C)C(=O)C (methyl ethyl ketone). Conditions: time 24 hour. Product: N1(N=CN=C1)C1=CC=C(OCCO)C=C1 (2-[4-(1H-1,2,4-Triazol-1-yl)phenoxy]ethanol). As a reaction SMILES: [N:1]1([C:6]2[CH:11]=[CH:10][C:9]([OH:12])=[CH:8][CH:7]=2)[CH:5]=[N:4][CH:3]=[N:2]1.Cl[CH2:14][CH2:15][OH:16].C(=O)([O-])[O-].[K+].[K+]>C(C(C)=O)C>[N:1]1([C:6]2[CH:7]=[CH:8][C:9]([O:12][CH2:14][CH2:15][OH:16])=[CH:10][CH:11]=2)[CH:5]=[N:4][CH:3]=[N:2]1 |f:2.3.4|. Reported procedure: A stirred mixture of 4(1H-1,2,4-triazol-1-yl)phenol (16.1 g, 0.10 mole), 2-chloroethanol (25.5 g, 0.30 mole), potassium carbonate (42 g, 0.30 mole) and methyl ethyl ketone (100 ml) was heated at reflux temperature for 10 hr. An additional 16.1 g (0.20 mole) of 2-chloroethanol was added to the reaction mixture and heating at reflux temperature continued for another 24 hr. The hot mixture was filtered and the filtrate chilled. The crystalline precipitate was collected by filtration and the filter ... The reactants are C(C)(C)(C)OC(N[C@@H](CCN1CC(C1)OC1=CC=C(C=C1)Cl)COC)=O ({(S)-3-[3-(4-Chloro-phenoxy)-azetidin-1-yl]-1-methoxymethyl-propyl}-carbamic acid tert-butyl ester), FC(C(=O)O)(F)F (trifluoroacetic acid). Solvent: ClCCl (dichloromethane). Reaction conditions: time 18 hour. Yields the product ClC1=CC=C(OC2CN(C2)CC[C@@H](COC)N)C=C1 ((S)-3-[3-(4-Chloro-phenoxy)-azetidin-1-yl]-1-methoxymethyl-propylamine). RXN SMILES: C(OC(=O)[NH:7][C@H:8]([CH2:23][O:24][CH3:25])[CH2:9][CH2:10][N:11]1[CH2:14][CH:13]([O:15][C:16]2[CH:21]=[CH:20][C:19]([Cl:22])=[CH:18][CH:17]=2)[CH2:12]1)(C)(C)C.FC(F)(F)C(O)=O>ClCCl>[Cl:22][C:19]1[CH:18]=[CH:17][C:16]([O:15][CH:13]2[CH2:14][N:11]([CH2:10][CH2:9][C@H:8]([NH2:7])[CH2:23][O:24][CH3:25])[CH2:12]2)=[CH:21][CH:20]=1. Reported procedure: A solution of {(S)-3-[3-(4-Chloro-phenoxy)-azetidin-1-yl]-1-methoxymethyl-propyl}-carbamic acid tert-butyl ester (0.87 g, 2.26 mmol) in dichloromethane (7 ml) is treated with trifluoroacetic acid (2 ml), and stirred at ambient temperature for 18 hours. The solvent is evaporated and the residue taken up in water, made alkali with 4.0 M aqueous sodium hydroxide solution and extracted into dichloromethane. The organic phase is dried over MgSO4 and evaporated to afford (S)-3-[3-(4-Chloro-phenoxy)-az... The reactants are CC(Oc1nc(Br)cnc1N)c1c(Cl)ccc(F)c1Cl, COC(=O)c1ccc(B(O)O)cc1, Nc1ncc(-c2ccc(C(=O)O)cc2)cc1OCc1c(F)ccc(F)c1Cl. Product: CC(Oc1nc(-c2ccc(C(=O)O)cc2)cnc1N)c1c(Cl)ccc(F)c1Cl. As a reaction SMILES: [Br:28][c:29]1[n:30][c:31]([O:36][CH:37]([CH3:38])[c:39]2[c:40]([Cl:47])[c:41]([F:46])[cH:42][cH:43][c:44]2[Cl:45])[c:32]([NH2:35])[n:33][cH:34]1.[CH3:48][O:49][C:50]([c:51]1[cH:52][cH:53][c:54]([B:55]([OH:56])[OH:57])[cH:58][cH:59]1)=[O:60].[NH2:1][c:2]1[n:3][cH:4][c:5](-[c:8]2[cH:9][cH:10][c:11]([C:12](=[O:13])[OH:14])[cH:15][cH:16]2)[cH:6][c:7]1[O:17][CH2:18][c:19]1[c:20]([F:21])[cH:22][cH:23][c:24]([F:25])[c:26]1[Cl:27]>>[c:8]1(-[c:29]2[n:30][c:31]([O:36][CH:37]([CH3:38])[c:39]3[c:40]([Cl:47])[c:41]([F:46])[cH:42][cH:43][c:44]3[Cl:45])[c:32]([NH2:35])[n:33][cH:34]2)[cH:9][cH:10][c:11]([C:12](=[O:13])[OH:14])[cH:15][cH:16]1.